This data is from the Open Reaction Database (ORD), a public repository of structured organic reaction records. The task is: describe an organic reaction: reactants, conditions, products, and yield Starting materials: C1(CC1)\C(\C)=N\NS(=O)(=O)C1=C(C=C(C=C1C(C)C)C(C)C)C(C)C ((E)-N′-(1-cyclopropylethylidene)-2,4,6-triisopropylbenzenesulfonohydrazide), C1(CC1)\C(\C)=N\NS(=O)(=O)C1=C(C=C(C=C1C(C)C)C(C)C)C(C)C ((E)-N′-(1-cyclopropylethylidene)-2,4,6-triisopropylbenzenesulfonohydrazide), [Si](C)(C)(C(C)(C)C)OC[C@H](C=C)N(C(OC(C)(C)C)=O)CC(=O)N(C)OC ((S)-tert-butyl 1-(tert-butyldimethylsilyloxy)but-3-en-2-yl(2-(methoxy(methyl)amino)-2-oxoethyl)carbamate), [Si](C)(C)(C(C)(C)C)OC[C@H](C=C)N(C(OC(C)(C)C)=O)CC(=O)N(C)OC ((S)-tert-butyl 1-(tert-butyldimethylsilyloxy)but-3-en-2-yl(2-(methoxy(methyl)amino)-2-oxoethyl)carbamate), [Si](C)(C)(C(C)(C)C)OC[C@H](C=C)N(C(OC(C)(C)C)=O)CC(C(C(C)C)=C)=O ((S)-tert-butyl 1-(tert-butyldimethylsilyloxy)but-3-en-2-yl(4-methyl-3-methylene-2-oxopentyl)carbamate). Product: [Si](C)(C)(C(C)(C)C)OC[C@H](C=C)N(C(OC(C)(C)C)=O)CC(C(=C)C1CC1)=O ((S)-tert-butyl 1-(tert-butyldimethylsilyloxy)but-3-en-2-yl(3-cyclopropyl-2-oxobut-3-enyl)carbamate), oil. The yield is 49.0%. Reaction SMILES: C1(/C(=N/NS(C2C(C(C)C)=CC(C(C)C)=CC=2C(C)C)(=O)=O)/C)CC1.[Si](OC[C@@H](N(CC(N(OC)C)=O)C(=O)OC(C)(C)C)C=C)(C(C)(C)C)(C)C.[Si:53]([O:60][CH2:61][C@@H:62]([N:65]([CH2:73][C:74](=[O:80])[C:75](=[CH2:79])[CH:76]([CH3:78])[CH3:77])[C:66](=[O:72])[O:67][C:68]([CH3:71])([CH3:70])[CH3:69])[CH:63]=[CH2:64])([C:56]([CH3:59])([CH3:58])[CH3:57])([CH3:55])[CH3:54]>>[Si:53]([O:60][CH2:61][C@@H:62]([N:65]([CH2:73][C:74](=[O:80])[C:75]([CH:76]1[CH2:77][CH2:78]1)=[CH2:79])[C:66](=[O:72])[O:67][C:68]([CH3:69])([CH3:70])[CH3:71])[CH:63]=[CH2:64])([C:56]([CH3:59])([CH3:57])[CH3:58])([CH3:55])[CH3:54]. Procedure details: The title compound was prepared from (E)-N′-(1-cyclopropylethylidene)-2,4,6-triisopropylbenzenesulfonohydrazide (Intermediate 261, 17.58 g, 48.22 mmol) and (S)-tert-butyl 1-(tert-butyldimethylsilyloxy)but-3-en-2-yl(2-(methoxy(methyl)amino)-2-oxoethyl)carbamate (Intermediate 5, 9.71 g, 24.11 mmol) following the procedure described for Intermediate 34. The desired product was obtained as a light yellow oil (4.86 g, 49%). The reactants are CN1C2CCC1CC(=O)C2, ClC(Cl)Cl, O=C(Cl)OCCCl. Yields the product O=C1CC2CCC(C1)N2. Reaction SMILES: [CH3:1][N:2]1[CH:3]2[CH2:4][CH2:5][CH:6]1[CH2:7][C:8](=[O:9])[CH2:10]2.[CH:18]([Cl:19])([Cl:20])[Cl:21].[Cl:11][C:12]([O:13][CH2:14][CH2:15][Cl:16])=[O:17]>>[NH:2]1[CH:3]2[CH2:4][CH2:5][CH:6]1[CH2:7][C:8](=[O:9])[CH2:10]2. The reactants are CC(=O)OC1CC(c2nnc(C)n2Cc2ccc(Cl)cc2)N(C(=O)NC2CCOc3cc(C(F)(F)F)ccc32)C1, CO. Yields the product Cc1nnc(C2CC(O)CN2C(=O)NC2CCOc3cc(C(F)(F)F)ccc32)n1Cc1ccc(Cl)cc1. Reaction SMILES: [C:1](=[O:2])([CH3:3])[O:4][CH:5]1[CH2:6][N:7]([C:24]([NH:25][CH:26]2[CH2:27][CH2:28][O:29][c:30]3[cH:31][c:32]([C:36]([F:37])([F:38])[F:39])[cH:33][cH:34][c:35]32)=[O:40])[CH:8]([c:10]2[n:11][n:12][c:13]([CH3:23])[n:14]2[CH2:15][c:16]2[cH:17][cH:18][c:19]([Cl:22])[cH:20][cH:21]2)[CH2:9]1.[CH3:41][OH:42]>>[OH:4][CH:5]1[CH2:6][N:7]([C:24]([NH:25][CH:26]2[CH2:27][CH2:28][O:29][c:30]3[cH:31][c:32]([C:36]([F:37])([F:38])[F:39])[cH:33][cH:34][c:35]32)=[O:40])[CH:8]([c:10]2[n:11][n:12][c:13]([CH3:23])[n:14]2[CH2:15][c:16]2[cH:17][cH:18][c:19]([Cl:22])[cH:20][cH:21]2)[CH2:9]1. Starting materials: [K+].[Br-] (KBr), ClC=1C=C(C=CC1)C(CNC(CC1=CC2=C(OC(O2)(C(=O)O)C(=O)O)C=C1)C)O (5-{2-[2-(3-chloro-phenyl)-2-hydroxy-ethylamino]-propyl}-benzo[1,3]dioxole-2,2-dicarboxylic acid), C[Si](CCO)(C)C (2-trimethylsilylethanol), Cl (HCl). The solvent is C(Cl)(Cl)Cl (CHCl3). The product is C[Si](CCOC(=O)C1(OC2=C(O1)C=CC(=C2)CC(C)NCC(O)C2=CC(=CC=C2)Cl)C(=O)OCC[Si](C)(C)C)(C)C (5-{2-[2-(3-Chloro-phenyl)-2-hydroxy-ethylamino]-propyl}-benzo[1,3]dioxole-2,2-dicarboxylic acid bis-(2-trimethylsilanyl-ethyl) ester). RXN SMILES: [Cl:1][C:2]1[CH:3]=[C:4]([CH:8]([OH:29])[CH2:9][NH:10][CH:11]([CH3:28])[CH2:12][C:13]2[CH:27]=[CH:26][C:16]3[O:17][C:18]([C:23]([OH:25])=[O:24])([C:20]([OH:22])=[O:21])[O:19][C:15]=3[CH:14]=2)[CH:5]=[CH:6][CH:7]=1.[CH3:30][Si:31]([CH3:36])([CH3:35])[CH2:32][CH2:33]O.Cl.[K+].[Br-]>C(Cl)(Cl)Cl>[CH3:30][Si:31]([CH3:36])([CH3:35])[CH2:32][CH2:33][O:24][C:23]([C:18]1([C:20]([O:22][CH2:33][CH2:32][Si:31]([CH3:36])([CH3:35])[CH3:30])=[O:21])[O:17][C:16]2[CH:26]=[CH:27][C:13]([CH2:12][CH:11]([NH:10][CH2:9][CH:8]([C:4]3[CH:5]=[CH:6][CH:7]=[C:2]([Cl:1])[CH:3]=3)[OH:29])[CH3:28])=[CH:14][C:15]=2[O:19]1)=[O:25] |f:3.4|. Procedure details: The title compound was prepared from 5-{2-[2-(3-chloro-phenyl)-2-hydroxy-ethylamino]-propyl}-benzo[1,3]dioxole-2,2-dicarboxylic acid and 2-trimethylsilylethanol according to the procedure of Example 30 as a white foam (HCl salt); 1H NMR (CDCl3) δ 0.03 (s, 18H), 1.06 (t, J=8.6 Hz, 4H), 1.33 (bs, 3H), 1.90 (bs, 1H), 2.80 (bs, 1H), 3.18 (bs, 2H), 3.48 (bs, 2H), 4.37 (t, J=8.6 Hz, 4 H), 5.45 (bs, 1H), 6.80 (m, 3H), 7.26 (m, 2H), 7.43 (s, 1H), 8.70 (bs, 1H), 10.10 (bs, 1H); IR (KBr): 1763 cm-1 (C=O);...